From a dataset of the Open Reaction Database (ORD), a public repository of structured organic reaction records. describe an organic reaction: reactants, conditions, products, and yield Reactants: O1CCC(C=C1)=O (2H-pyran-4(3 H)-one), N1CC(C1)CC=1N(C2=NC(=NC(=C2N1)N1CCOCC1)N1C(=NC2=C1C=CC=C2)CC)C (4-(8-(azetidin-3-ylmethyl)-2-(2-ethyl-1H-benzo[d]imidazol-1-yl)-9-methyl-9H-purin-6-yl)morpholine). The product is C(C)C1=NC2=C(N1C1=NC(=C3N=C(N(C3=N1)C)CC1CN(C1)C1CCOCC1)N1CCOCC1)C=CC=C2 (4-(2-(2-ethyl-1H-benzo[d]imidazol-1-yl)-9-methyl-8-((1-(tetrahydro-2H-pyran-4-yl)azetidin-3-yl)methyl)-9H-purin-6-yl)morpholine). Reaction SMILES: [O:1]1[CH:6]=[CH:5][C:4](=O)[CH2:3][CH2:2]1.[NH:8]1[CH2:11][CH:10]([CH2:12][C:13]2[N:14]([CH3:39])[C:15]3[C:20]([N:21]=2)=[C:19]([N:22]2[CH2:27][CH2:26][O:25][CH2:24][CH2:23]2)[N:18]=[C:17]([N:28]2[C:32]4[CH:33]=[CH:34][CH:35]=[CH:36][C:31]=4[N:30]=[C:29]2[CH2:37][CH3:38])[N:16]=3)[CH2:9]1>>[CH2:37]([C:29]1[N:28]([C:17]2[N:16]=[C:15]3[C:20]([N:21]=[C:13]([CH2:12][CH:10]4[CH2:11][N:8]([CH:4]5[CH2:5][CH2:6][O:1][CH2:2][CH2:3]5)[CH2:9]4)[N:14]3[CH3:39])=[C:19]([N:22]3[CH2:23][CH2:24][O:25][CH2:26][CH2:27]3)[N:18]=2)[C:32]2[CH:33]=[CH:34][CH:35]=[CH:36][C:31]=2[N:30]=1)[CH3:38]. Reported procedure: Following General Procedure L, 2H-pyran-4(3 H)-one underwent reductive amination with 4-(8-(azetidin-3-ylmethyl)-2-(2-ethyl-1H-benzo[d]imidazol-1-yl)-9-methyl-9H-purin-6-yl)morpholine to give 503. 517.3 (MH+)